The task is: describe an organic reaction: reactants, conditions, products, and yield. This data is from the Open Reaction Database (ORD), a public repository of structured organic reaction records. The reactants are FC=1C=C(C#N)C=C(C1F)F (3,4,5-trifluorobenzonitrile), N1CCCCCC1 (azepane), Cl.C12CCCC(CC1)N2 (8-aza-bicyclo[3.2.1]octane hydrochloride). The product is FC=1C=C(C#N)C=C(C1N1CCCCCC1)F (3,5-difluoro-4-azepan-1-ylbenzonitrile). As a reaction SMILES: [F:1][C:2]1[CH:3]=[C:4]([CH:7]=[C:8]([F:11])[C:9]=1F)[C:5]#[N:6].[NH:12]1[CH2:18][CH2:17][CH2:16][CH2:15][CH2:14][CH2:13]1.Cl.C12NC(CC1)CCC2>>[F:11][C:8]1[CH:7]=[C:4]([CH:3]=[C:2]([F:1])[C:9]=1[N:12]1[CH2:18][CH2:17][CH2:16][CH2:15][CH2:14][CH2:13]1)[C:5]#[N:6] |f:2.3|. Procedure details: The title compound was prepared using the procedure described in Example 325A except using 3,4,5-trifluorobenzonitrile and azepane instead of 3,4-difluorobenzonitrile and 8-aza-bicyclo[3.2.1]octane hydrochloride. 1H NMR (DMSO-d6) δ 7.62 (d, 2H), 3.39 (m, 4H), 1.73 (m, 4H), 1.61 (m, 4H); MS (ESI) m/z 237 (M+H)+. Procedure: 17.9 gm (0.1 mol) of p-aminophenethyl acetate were dissolved in 180 ml of acetonitrile, 27.6 gm (0.2 mol) of potassium carbonate were added to the solution, and then, while stirring, 17.0 gm (0.12 mol) of 4-chlorobutyric acid chloride were added dropwise. The resulting mixture was stirred for 2 hours at room temperature, thereafter heated to 50°C and then vacuum-filtered to remove precipitated inorganic salts. The solvent was distilled out of the filtrate in vacuo, and the residue was recrystall... Run in C(C)#N (acetonitrile). The product is C(C)(=O)OCCC1=CC=C(C=C1)NC(CCCCl)=O (p-(4-chlorobutyramido)-phenethyl acetate). The yield is 52.2%. Reaction SMILES: [C:1]([O:4][CH2:5][CH2:6][C:7]1[CH:12]=[CH:11][C:10]([NH2:13])=[CH:9][CH:8]=1)(=[O:3])[CH3:2].C(=O)([O-])[O-].[K+].[K+].[Cl:20][CH2:21][CH2:22][CH2:23][C:24](Cl)=[O:25]>C(#N)C>[C:1]([O:4][CH2:5][CH2:6][C:7]1[CH:8]=[CH:9][C:10]([NH:13][C:24](=[O:25])[CH2:23][CH2:22][CH2:21][Cl:20])=[CH:11][CH:12]=1)(=[O:3])[CH3:2] |f:1.2.3|. Conditions: temperature 50 celsius. Reactants: C([O-])([O-])=O.[K+].[K+] (potassium carbonate), C(C)(=O)OCCC1=CC=C(C=C1)N (p-aminophenethyl acetate), ClCCCC(=O)Cl (4-chlorobutyric acid chloride).